This data is from the Open Reaction Database (ORD), a public repository of structured organic reaction records. The task is: describe an organic reaction: reactants, conditions, products, and yield Reactants: O1C(=CC=C1)[C@@H](CNC)O ((1R)-1-(2-furyl)-2-(methylamino)ethanol), CN1C(O[C@H](C1)C1=NC=CN=C1)=O ((5R)-3-methyl-5-pyrazin-2-yl-1,3-oxazolidin-2-one), [OH-].[K+] (KOH). Product: CNC[C@@H](O)C1=NC=CN=C1 ((1R)-2-(methylamino)-1-pyrazin-2-ylethanol). The yield is 78.9%. Reaction SMILES: O1C=CC=C1[C@H](O)CNC.[CH3:11][N:12]1[CH2:16][C@H:15]([C:17]2[CH:22]=[N:21][CH:20]=[CH:19][N:18]=2)[O:14]C1=O.[OH-].[K+]>>[CH3:11][NH:12][CH2:16][C@H:15]([C:17]1[CH:22]=[N:21][CH:20]=[CH:19][N:18]=1)[OH:14] |f:2.3|. Reported procedure: As described for the preparation of (1R)-1-(2-furyl)-2-(methylamino)ethanol, the oxazolidinone (1.51 g, 8.43 mmol) is treated with 1N aq. KOH (42.1 mL, 5 equiv., 42.1 mmol ) to give (1R)-2-(methylamino)-1-pyrazin-2-ylethanol (1.02 g, 6.65 mmol) in 79% yield as a white solid. MP: 84-85° C.; Specific Rotation [α]D25+66 (c 0.94, methanol). Reactants: CC(C)N(CCC(C(=O)N)(CC1=NC=CC=C1)C1=CC=CC=C1)C(C)C (α-[2-[bis(1-methylethyl)amino]ethyl]-α-phenyl-2-pyridinepropanamide), [H][H] (hydrogen). Reagents/catalysts: [Pt]=O (platinum oxide). Run in C(C)(=O)O (acetic acid). Yields the product CC(C)N(CCC1(CC2CCCCN2C1=O)C1=CC=CC=C1)C(C)C (2-[2-[bis(1-methylethyl)amino]ethyl]-hexahydro-2-phenyl-3(2H)-indolizinone). Isolated yield 55.6%. As a reaction SMILES: [CH3:1][CH:2]([N:4]([CH:24]([CH3:26])[CH3:25])[CH2:5][CH2:6][C:7]([C:18]1[CH:23]=[CH:22][CH:21]=[CH:20][CH:19]=1)([CH2:11][C:12]1[CH:17]=[CH:16][CH:15]=[CH:14][N:13]=1)[C:8](N)=[O:9])[CH3:3].[H][H]>C(O)(=O)C.[Pt]=O>[CH3:3][CH:2]([N:4]([CH:24]([CH3:26])[CH3:25])[CH2:5][CH2:6][C:7]1([C:18]2[CH:19]=[CH:20][CH:21]=[CH:22][CH:23]=2)[C:8](=[O:9])[N:13]2[CH:12]([CH2:17][CH2:16][CH2:15][CH2:14]2)[CH2:11]1)[CH3:1]. Procedure: A solution of 11.0 g (31 mmol) of the title product of Example 2 was hydrogenated at room temperature in 200 ml of glacial acetic acid using hydrogen at 60 psi over 1 g of platinum oxide catalyst. After catalyst was removed by filtration, the solvent was removed in vacuo and the residue redissolved in ice/water. The aqueous solution was made basic with dilute aqueous sodium hydroxide and extracted with diethyl ether. The organic layer was washed with brine, dried over magnesium sulfate, filtered... Starting materials: O=S(=O)(Cl)C1CC1, ClCCl, CC(C)(C)OC(=O)N1CCNCC1. Yields the product CC(C)(C)OC(=O)N1CCN(S(=O)(=O)C2CC2)CC1. As a reaction SMILES: [CH:14]1([S:17](=[O:18])(=[O:19])[Cl:20])[CH2:15][CH2:16]1.[Cl:21][CH2:22][Cl:23].[N:1]1([C:7](=[O:8])[O:9][C:10]([CH3:11])([CH3:12])[CH3:13])[CH2:2][CH2:3][NH:4][CH2:5][CH2:6]1>>[N:1]1([C:7](=[O:8])[O:9][C:10]([CH3:11])([CH3:12])[CH3:13])[CH2:2][CH2:3][N:4]([S:17]([CH:14]2[CH2:15][CH2:16]2)(=[O:18])=[O:19])[CH2:5][CH2:6]1. Procedure details: One of the intermediates, 2-amino-5-chloropyrazine is prepared following the general procedure of Palamidessi and Bernardi, J. Org. Chem. 29, 2491 (1964), wherein methyl 2-amino-3-pyrazinylcarboxylate is allowed to react with chlorine in acetic acid to yield methyl 2-amino-5-chloro-3-pyrazinylcarboxylate. This ester is hydrolyzed with aqueous sodium hydroxide to yield 2-amino-3-carboxy-5-chloropyrazine, which is then heated in tetrahydronaphthalene and decarboxylated to yield the desired 2-amino... Reaction SMILES: [NH2:1][C:2]1[C:7]([C:8]([O:10][CH3:11])=[O:9])=[N:6][CH:5]=[CH:4][N:3]=1.[Cl:12]Cl>C(O)(=O)C>[NH2:1][C:2]1[CH:7]=[N:6][C:5]([Cl:12])=[CH:4][N:3]=1.[NH2:1][C:2]1[C:7]([C:8]([O:10][CH3:11])=[O:9])=[N:6][C:5]([Cl:12])=[CH:4][N:3]=1. The reactants are NC1=NC=CN=C1C(=O)OC (methyl 2-amino-3-pyrazinylcarboxylate), ClCl (chlorine). Product: NC1=NC=C(N=C1)Cl (2-amino-5-chloropyrazine), NC1=NC=C(N=C1C(=O)OC)Cl (methyl 2-amino-5-chloro-3-pyrazinylcarboxylate). Solvent: C(C)(=O)O (acetic acid). Starting materials: 1687d, C(C)N1CCCOC2=C1C=C(C(=C2)[N+](=O)[O-])F (9-Ethyl-2-fluoro-3-nitro-6,7,8,9-tetrahydro-5-oxa-9-aza-benzocycloheptene). Reagents/catalysts: [Pd] (Palladium on Carbon). The solvent is C(C)O (Ethanol). Product: C(C)N1CCCOC2=C1C=C(C(=C2)N)F (9-Ethyl-2-fluoro-6,7,8,9-tetrahydro-5-oxa-9-aza-benzocyclohepten-3-ylamine). Reaction SMILES: [CH2:1]([N:3]1[C:9]2[CH:10]=[C:11]([F:17])[C:12]([N+:14]([O-])=O)=[CH:13][C:8]=2[O:7][CH2:6][CH2:5][CH2:4]1)[CH3:2]>[Pd].C(O)C>[CH2:1]([N:3]1[C:9]2[CH:10]=[C:11]([F:17])[C:12]([NH2:14])=[CH:13][C:8]=2[O:7][CH2:6][CH2:5][CH2:4]1)[CH3:2]. Procedure details: 2-Ethylamino-4-fluoro-5-nitro-phenol (910 mg, 4.5 mmol) was azeotroped with toluene to ensure dryness, then was dissolved in Tetrahydrofuran (100 mL) and was cooled at 0° C. 3-Bromo-1-propanol (0.65 mL, 7.2 mmol), Tributylphosphine (2.0 mL, 8.2 mmol), and 40% w/w DEAD in Toluene (3.8 g, 8.7 mmol) were added in succession, and the reaction was stirred under an atmosphere of Nitrogen overnight. The mixture was conc. in vacuo onto silica gel (10 g) and chromatographed (ISCO, 80 g silica gel, 0-35% ... Starting materials: Cl (hydrogen chloride), C1(=CC=CC=C1)CCC(=O)C(C(=O)OCC)C(=O)OCC ((3-phenylpropionyl)malonic acid, diethyl ester), Cl.C(C)N1N=CC=2C1=NC(=C(C2O)C(=O)OCC)CCC2=CC=CC=C2 (1-ethyl-4-hydroxy-6-(2-phenylethyl)-1H-pyrazolo[3,4-b]pyridine-5-carboxylic acid, ethyl ester, hydrochloride), NC1=CC=NN1CC (5-amino-1-ethylpyrazole), polyphosphoric acid. The solvent is CCOCC (ether), O (water), C(C)O.C(C)(=O)OCC (ethanol ethyl acetate). Run at time 20 minute. Yields the product C(C)N1N=CC=2C1=NC(=C(C2O)C(=O)OCC)CCC2=CC=CC=C2 (1-Ethyl-4-hydroxy-6-(2-phenylethyl)-1H-pyrazolo[3,4-b]pyridine-5-carboxylic acid, ethyl ester). Reaction SMILES: C1(CCC(C(C(OCC)=O)C(OCC)=O)=O)C=CC=CC=1.NC1N(CC)N=CC=1.Cl.Cl.[CH2:32]([N:34]1[C:38]2=[N:39][C:40]([CH2:49][CH2:50][C:51]3[CH:56]=[CH:55][CH:54]=[CH:53][CH:52]=3)=[C:41]([C:44]([O:46][CH2:47][CH3:48])=[O:45])[C:42]([OH:43])=[C:37]2[CH:36]=[N:35]1)[CH3:33]>C(O)C.C(OCC)(=O)C.CCOCC.O>[CH2:32]([N:34]1[C:38]2=[N:39][C:40]([CH2:49][CH2:50][C:51]3[CH:52]=[CH:53][CH:54]=[CH:55][CH:56]=3)=[C:41]([C:44]([O:46][CH2:47][CH3:48])=[O:45])[C:42]([OH:43])=[C:37]2[CH:36]=[N:35]1)[CH3:33] |f:3.4,5.6|. Procedure details: 43.6 g. of (3-phenylpropionyl)malonic acid, diethyl ester (0.15 mol.) are added to a stirred mixture of 16.5 g. of 5-amino-1-ethylpyrazole (0.15 mol.) and 220 g. of polyphosphoric acid. The mixture is heated to 120° (bath temperature) for 50 minutes. After the mixture has cooled to room temperature, 250 ml. of water are added in portions and stirring is continued for 20 minutes. The aqueous phosphoric acid solution is then decanted and the undissolved residue is treated with 200 ml. of water and...